From a dataset of the Open Reaction Database (ORD), a public repository of structured organic reaction records. describe an organic reaction: reactants, conditions, products, and yield Starting materials: O (water), C(O)([O-])=O.[Na+] (sodium hydrogen carbonate), C(C)O (ethanol), solution, FC1=CC=2C(C3=CC=CC=C3C2C(=C1)C=1C=NN(C1)C(C(=O)O)(CO)CO)(C(F)(F)F)O (2-[4-(2-fluoro-9-hydroxy-9-trifluoromethyl-9H-fluoren-4-yl)-pyrazol-1-yl]-3-hydroxy-2-hydroxymethyl-propionic acid), solution. Solvent: O1CCCC1 (tetrahydrofuran), O1CCCC1 (tetrahydrofuran), O1CCCC1 (tetrahydrofuran). Run at temperature 80 celsius, time 1 hour. Product: FC1=CC=2C(C3=CC=CC=C3C2C(=C1)C=1C=NN(C1)C(CO)(CO)CO)(C(F)(F)F)O ((+)-2-[4-(2-fluoro-9-hydroxy-9-trifluoromethyl-9H-fluoren-4-yl)-pyrazol-1-yl]-2-hydroxymethyl-propane-1,3-diol). The yield is 78.8%. As a reaction SMILES: [F:1][C:2]1[CH:14]=[C:13]([C:15]2[CH:16]=[N:17][N:18]([C:20]([CH2:26][OH:27])([CH2:24][OH:25])[C:21](O)=[O:22])[CH:19]=2)[C:12]2[C:11]3[C:6](=[CH:7][CH:8]=[CH:9][CH:10]=3)[C:5]([OH:32])([C:28]([F:31])([F:30])[F:29])[C:4]=2[CH:3]=1.C(O)C.O.C(=O)([O-])O.[Na+]>O1CCCC1>[F:1][C:2]1[CH:14]=[C:13]([C:15]2[CH:16]=[N:17][N:18]([C:20]([CH2:21][OH:22])([CH2:24][OH:25])[CH2:26][OH:27])[CH:19]=2)[C:12]2[C:11]3[C:6](=[CH:7][CH:8]=[CH:9][CH:10]=3)[C:5]([OH:32])([C:28]([F:31])([F:30])[F:29])[C:4]=2[CH:3]=1 |f:3.4|. Reported procedure: To a solution of an optically active form (28.3 g) of 2-[4-(2-fluoro-9-hydroxy-9-trifluoromethyl-9H-fluoren-4-yl)-pyrazol-1-yl]-3-hydroxy-2-hydroxymethyl-propionic acid in tetrahydrofuran (40 ml) were successively added dropwise at room temperature a 0.93M solution (225 ml) of borane-tetrahydrofuran complex in tetrahydrofuran and a 1.09M solution (32 ml) of borane-tetrahydrofuran complex in tetrahydrofuran, and the mixture was stirred for 3 hr. To the reaction mixture, ethanol (57 ml) was added ... Starting materials: C(C)(=O)OCC.CCCCCCC (ethyl acetate heptane), [H-].[Na+] (Sodium hydride), N1N=CC=C1 (pyrazole), C(C)(C)(C)OC(N(C1=NC(=CN=C1)Cl)C1=CC=C(C=C1)Cl)=O ((4-Chloro-phenyl)-(6-chloro-pyrazin-2-yl)-carbamic acid tert-butyl ester). Run in CN(C=O)C (N,N-dimethylformamide). Reaction conditions: temperature 50 celsius, time 30 minute. Yields the product ClC1=CC=C(C=C1)NC1=NC(=CN=C1)N1N=CC=C1 ((4-chloro-phenyl)-(6-pyrazol-1-yl-pyrazin-2-yl)-amine). The yield is 27.1%. As a reaction SMILES: [H-].[Na+].[NH:3]1[CH:7]=[CH:6][CH:5]=[N:4]1.C(OC(=O)[N:14]([C:22]1[CH:27]=[CH:26][C:25]([Cl:28])=[CH:24][CH:23]=1)[C:15]1[CH:20]=[N:19][CH:18]=[C:17](Cl)[N:16]=1)(C)(C)C.C(OCC)(=O)C.CCCCCCC>CN(C)C=O>[Cl:28][C:25]1[CH:24]=[CH:23][C:22]([NH:14][C:15]2[CH:20]=[N:19][CH:18]=[C:17]([N:3]3[CH:7]=[CH:6][CH:5]=[N:4]3)[N:16]=2)=[CH:27][CH:26]=1 |f:0.1,4.5|. Reported procedure: Sodium hydride (60% in mineral oil, 156 mg, 3.90 mmol) was added to a suspension of pyrazole (260 mg, 3.82 mmol) in N,N-dimethylformamide (5 mL) and the mixture was heated to 50° C. for 20 minutes. (4-Chloro-phenyl)-(6-chloro-pyrazin-2-yl)-carbamic acid tert-butyl ester (260 mg, 0.76 mmol) was added and stirring was continued for 30 minutes at the same temperature. The temperature was raised to 100° C. and the mixture was stirred overnight. The reaction mixture was quenched with brine and extrac... The reactants are IC1=CC=C(C=C1)C (p-iodotoluene), C([O-])([O-])=O.[K+].[K+] (potassium carbonate), NC1=CC=C(C=C1)C1=CC=CC=C1 (4-aminobiphenyl). The reagents and catalysts are [Cu] (copper bronze). Run at temperature 220 celsius. Product: C1(=CC=C(C=C1)N(C1=CC=C(C=C1)C1=CC=CC=C1)C1=CC=C(C=C1)C)C (bis(p-tolyl)-4-biphenylylamine). RXN SMILES: I[C:2]1[CH:7]=[CH:6][C:5]([CH3:8])=[CH:4][CH:3]=1.C(=O)([O-])[O-].[K+].[K+].[NH2:15][C:16]1[CH:21]=[CH:20][C:19]([C:22]2[CH:27]=[CH:26][CH:25]=[CH:24][CH:23]=2)=[CH:18][CH:17]=1>[Cu]>[C:5]1([CH3:8])[CH:6]=[CH:7][C:2]([N:15]([C:2]2[CH:7]=[CH:6][C:5]([CH3:8])=[CH:4][CH:3]=2)[C:16]2[CH:17]=[CH:18][C:19]([C:22]3[CH:27]=[CH:26][CH:25]=[CH:24][CH:23]=3)=[CH:20][CH:21]=2)=[CH:3][CH:4]=1 |f:1.2.3|. Procedure: A mixture of 65.4 grams of p-iodotoluene, 11.3 grams of copper bronze powder and 55.3 grams of potassium carbonate in 150 milliliters of Soltrol 220 was mechanically stirred in a 250 milliliter round-bottomed flask fitted with a reflux condenser. The mixture was first heated to 160° C. with a heating mantle before 16.92 grams of 4-aminobiphenyl was added. After the addition, the reaction mixture was heated under reflux at 220° C. for five hours. After cooling, the reaction mixture was filtered, ... Reactants: COC(C)(C)C, C1CCOC1, COC(CO)CO, COc1ccc(-c2c(-c3ccccc3)oc3ncnc(Cl)c23)cc1, O, O=C(O)CC(O)(CC(=O)O)C(=O)O. The product is COc1ccc(-c2c(-c3ccccc3)oc3ncnc(OCC(CO)OC)c23)cc1. As a reaction SMILES: [C:50]([O:51][CH3:52])([CH3:53])([CH3:54])[CH3:55].[CH2:45]1[O:46][CH2:47][CH2:48][CH2:49]1.[CH3:1][O:2][CH:3]([CH2:4][OH:5])[CH2:6][OH:7].[Cl:8][c:9]1[c:10]2[c:11]([n:12][cH:13][n:14]1)[o:15][c:16](-[c:26]1[cH:27][cH:28][cH:29][cH:30][cH:31]1)[c:17]2-[c:18]1[cH:19][cH:20][c:21]([O:24][CH3:25])[cH:22][cH:23]1.[OH2:56].[OH:32][C:33]([CH2:34][C:35]([C:36](=[O:37])[OH:38])([CH2:39][C:40](=[O:41])[OH:42])[OH:43])=[O:44]>>[CH3:1][O:2][CH:3]([CH2:4][OH:5])[CH2:6][O:7][c:9]1[c:10]2[c:11]([n:12][cH:13][n:14]1)[o:15][c:16](-[c:26]1[cH:27][cH:28][cH:29][cH:30][cH:31]1)[c:17]2-[c:18]1[cH:19][cH:20][c:21]([O:24][CH3:25])[cH:22][cH:23]1. The reactants are [Al+3], COc1ccc2cc(C(C)=O)ccc2c1Br, ClCCl, Cc1cc(C)c(C)cc1C, [Cl-], [Cl-], [Cl-]. The product is COc1ccc2cc(C(C)=O)ccc2c1. Reaction SMILES: [Al+3:2].[C:5]([CH3:6])(=[O:7])[c:8]1[cH:9][c:10]2[cH:11][cH:12][c:13]([O:19][CH3:20])[c:14]([Br:18])[c:15]2[cH:16][cH:17]1.[CH2:31]([Cl:32])[Cl:33].[CH3:21][c:22]1[c:23]([CH3:24])[cH:25][c:26]([CH3:27])[c:28]([CH3:29])[cH:30]1.[Cl-:1].[Cl-:3].[Cl-:4]>>[C:5]([CH3:6])(=[O:7])[c:8]1[cH:9][c:10]2[cH:11][cH:12][c:13]([O:19][CH3:20])[cH:14][c:15]2[cH:16][cH:17]1.